This data is from the Open Reaction Database (ORD), a public repository of structured organic reaction records. The task is: describe an organic reaction: reactants, conditions, products, and yield The reactants are C(C(=O)C1=CC=CC=C1)C1C(CCCC1)=O (2-phenacylcyclohexanone), NC=1C=C(C(C(=O)O)=CC1)O (4-aminosalicylic acid), yellow crystals. The solvent is C(C)(=O)O (acetic acid). Product: C(=O)(O)C1=C(C=C(C=C1)N1C(=CC=2CCCCC12)C1=CC=CC=C1)O (1-(4-Carboxy-3-hydroxyphenyl)-2-phenyl-4,5,6,7-tetrahydroindole). Reaction SMILES: [CH2:1]([CH:10]1[CH2:15][CH2:14][CH2:13][CH2:12][C:11]1=O)[C:2]([C:4]1[CH:9]=[CH:8][CH:7]=[CH:6][CH:5]=1)=O.[NH2:17][C:18]1[CH:19]=[C:20]([OH:27])[C:21](=[CH:25][CH:26]=1)[C:22]([OH:24])=[O:23]>C(O)(=O)C>[C:22]([C:21]1[CH:25]=[CH:26][C:18]([N:17]2[C:11]3[CH2:12][CH2:13][CH2:14][CH2:15][C:10]=3[CH:1]=[C:2]2[C:4]2[CH:5]=[CH:6][CH:7]=[CH:8][CH:9]=2)=[CH:19][C:20]=1[OH:27])([OH:24])=[O:23]. Reported procedure: A solution of 32.4 g. (0.15 mole) of 2-phenacylcyclohexanone, 23.0 g. (0.15 mole) of 4-aminosalicylic acid and 90 ml. of glacial acetic acid was heated under reflux for 7 hours, cooled, diluted with 90 ml. of water and extracted with ether. The ether solution was dried over sodium sulfate and concentrated. The residue was recrystallized from benzene-ethanol to provide 3.36 g. (7%) of yellow crystals, m.p. 193°-195°. Reaction SMILES: [Br-:40].[CH3:41][P+:42]([c:43]1[cH:44][cH:45][cH:46][cH:47][cH:48]1)([c:49]1[cH:50][cH:51][cH:52][cH:53][cH:54]1)[c:55]1[cH:56][cH:57][cH:58][cH:59][cH:60]1.[CH3:6][C:7]([CH3:8])([O-:9])[CH3:10].[CH:12]([CH3:13])([CH3:14])[Si:15]([O:16][CH2:17][c:18]1[cH:19][cH:20][c:21]([C:22](=[O:23])[c:24]2[cH:25][c:26]([C:27]#[N:28])[cH:29][cH:30][cH:31]2)[cH:32][cH:33]1)([CH:34]([CH3:35])[CH3:36])[CH:37]([CH3:38])[CH3:39].[K+:11].[O:1]1[CH2:2][CH2:5][CH2:4][CH2:3]1.[OH2:61]>>[CH2:2]=[C:22]([c:21]1[cH:20][cH:19][c:18]([CH2:17][O:16][Si:15]([CH:12]([CH3:13])[CH3:14])([CH:34]([CH3:35])[CH3:36])[CH:37]([CH3:38])[CH3:39])[cH:33][cH:32]1)[c:24]1[cH:25][c:26]([C:27]#[N:28])[cH:29][cH:30][cH:31]1. Reactants: [Br-], C[P+](c1ccccc1)(c1ccccc1)c1ccccc1, CC(C)(C)[O-], CC(C)[Si](OCc1ccc(C(=O)c2cccc(C#N)c2)cc1)(C(C)C)C(C)C, [K+], C1CCOC1, O. The product is C=C(c1ccc(CO[Si](C(C)C)(C(C)C)C(C)C)cc1)c1cccc(C#N)c1. The reactants are O=C([O-])[O-], CN(C)C=O, Cc1oc(-c2ccccc2)nc1CCl, [K+], [K+], O, COCOCc1nc(-c2ccccc2)oc1CCc1ccc(O)cc1. Product: COCOCc1nc(-c2ccccc2)oc1CCc1ccc(OCc2nc(-c3ccccc3)oc2C)cc1. As a reaction SMILES: [C:40](=[O:41])([O-:42])[O-:43].[CH3:46][N:47]([CH3:48])[CH:49]=[O:50].[Cl:26][CH2:27][c:28]1[n:29][c:30](-[c:34]2[cH:35][cH:36][cH:37][cH:38][cH:39]2)[o:31][c:32]1[CH3:33].[K+:44].[K+:45].[OH2:51].[OH:1][c:2]1[cH:3][cH:4][c:5]([CH2:8][CH2:9][c:10]2[c:11]([CH2:21][O:22][CH2:23][O:24][CH3:25])[n:12][c:13](-[c:15]3[cH:16][cH:17][cH:18][cH:19][cH:20]3)[o:14]2)[cH:6][cH:7]1>>[O:1]([c:2]1[cH:3][cH:4][c:5]([CH2:8][CH2:9][c:10]2[c:11]([CH2:21][O:22][CH2:23][O:24][CH3:25])[n:12][c:13](-[c:15]3[cH:16][cH:17][cH:18][cH:19][cH:20]3)[o:14]2)[cH:6][cH:7]1)[CH2:27][c:28]1[n:29][c:30](-[c:34]2[cH:35][cH:36][cH:37][cH:38][cH:39]2)[o:31][c:32]1[CH3:33]. Starting materials: O=C([O-])O, CCOC(C)=O, NC(Cc1ccc(C(F)(F)F)cc1)C(O)c1ccc(F)cc1F, [Na+], O, O=C(Cl)CCc1ccccc1. The product is O=C(CCc1ccccc1)NC(Cc1ccc(C(F)(F)F)cc1)C(O)c1ccc(F)cc1F. Reaction SMILES: [C:35](=[O:36])([O-:37])[OH:38].[CH3:40][CH2:41][O:42][C:43](=[O:44])[CH3:45].[NH2:1][CH:2]([CH:3]([OH:4])[c:5]1[c:6]([F:12])[cH:7][c:8]([F:11])[cH:9][cH:10]1)[CH2:13][c:14]1[cH:15][cH:16][c:17]([C:20]([F:21])([F:22])[F:23])[cH:18][cH:19]1.[Na+:39].[OH2:46].[c:24]1([CH2:30][CH2:31][C:32](=[O:33])[Cl:34])[cH:25][cH:26][cH:27][cH:28][cH:29]1>>[NH:1]([CH:2]([CH:3]([OH:4])[c:5]1[c:6]([F:12])[cH:7][c:8]([F:11])[cH:9][cH:10]1)[CH2:13][c:14]1[cH:15][cH:16][c:17]([C:20]([F:21])([F:22])[F:23])[cH:18][cH:19]1)[C:32]([CH2:31][CH2:30][c:24]1[cH:25][cH:26][cH:27][cH:28][cH:29]1)=[O:33]. Starting materials: O=C([O-])O, CCO, Cl, [Fe], O=[N+]([O-])c1cccnc1Nc1cccc(C=Cc2ccncc2)c1, [Na+]. The product is Nc1cccnc1Nc1cccc(C=Cc2ccncc2)c1. RXN SMILES: [C:26](=[O:27])([OH:28])[O-:29].[CH3:31][CH2:32][OH:33].[ClH:25].[Fe:34].[N+:1]([O-:2])(=[O:3])[c:4]1[c:5]([NH:10][c:11]2[cH:12][c:13]([CH:17]=[CH:18][c:19]3[cH:20][cH:21][n:22][cH:23][cH:24]3)[cH:14][cH:15][cH:16]2)[n:6][cH:7][cH:8][cH:9]1.[Na+:30]>>[NH2:1][c:4]1[c:5]([NH:10][c:11]2[cH:12][c:13]([CH:17]=[CH:18][c:19]3[cH:20][cH:21][n:22][cH:23][cH:24]3)[cH:14][cH:15][cH:16]2)[n:6][cH:7][cH:8][cH:9]1. The reactants are Brc1coc(-c2ccccn2)c1, [Cu]I, O=C1NCC2(CN3CCC2CC3)O1. Product: O=C1OC2(CN3CCC2CC3)CN1c1coc(-c2ccccn2)c1. Reaction SMILES: [Br:14][c:15]1[cH:16][o:17][c:18](-[c:20]2[n:21][cH:22][cH:23][cH:24][cH:25]2)[cH:19]1.[Cu:26][I:27].[O:1]1[C:2](=[O:13])[NH:3][CH2:4][C:5]12[CH2:6][N:7]1[CH2:8][CH2:9][CH:10]2[CH2:11][CH2:12]1>>[O:1]1[C:2](=[O:13])[N:3]([c:15]2[cH:16][o:17][c:18](-[c:20]3[n:21][cH:22][cH:23][cH:24][cH:25]3)[cH:19]2)[CH2:4][C:5]12[CH2:6][N:7]1[CH2:8][CH2:9][CH:10]2[CH2:11][CH2:12]1. Starting materials: O=C(CBr)N1CCCC1, O=C([O-])[O-], CCOC(=O)c1cc2cc(O)ccc2[nH]1, CN(C)C=O, CCOC(C)=O, [Cs+], [Cs+]. Yields the product CCOC(=O)c1cc2cc(OCC(=O)N3CCCC3)ccc2[nH]1. Reaction SMILES: [Br:16][CH2:17][C:18](=[O:19])[N:20]1[CH2:21][CH2:22][CH2:23][CH2:24]1.[C:25](=[O:26])([O-:27])[O-:28].[CH2:1]([CH3:2])[O:3][C:4](=[O:5])[c:6]1[nH:7][c:8]2[cH:9][cH:10][c:11]([OH:15])[cH:12][c:13]2[cH:14]1.[CH3:31][N:32]([CH3:33])[CH:34]=[O:35].[CH3:36][CH2:37][O:38][C:39](=[O:40])[CH3:41].[Cs+:29].[Cs+:30]>>[CH2:1]([CH3:2])[O:3][C:4](=[O:5])[c:6]1[nH:7][c:8]2[cH:9][cH:10][c:11]([O:15][CH2:17][C:18](=[O:19])[N:20]3[CH2:21][CH2:22][CH2:23][CH2:24]3)[cH:12][c:13]2[cH:14]1.